Dataset: the Open Reaction Database (ORD), a public repository of structured organic reaction records. Task: describe an organic reaction: reactants, conditions, products, and yield Starting materials: C(C(=O)Cl)(=O)Cl (oxalyl chloride), O1C(=CC2=C1C=CC=C2)C(=O)NC2=CC=C(C=C2)C2=CC=C(C=C2)S(=O)(=O)O (4′-[(benzofuran-2-carbonyl)-amino]-biphenyl-4-sulfonic acid), 4L, ice water. Run in CN(C)C=O (DMF), CN(C)C=O (DMF). Conditions: time 3 hour. Product: O1C(=CC2=C1C=CC=C2)C(=O)NC2=CC=C(C=C2)C2=CC=C(C=C2)S(=O)(=O)Cl (4′-[(benzofuran-2-carbonyl)-amino]-biphenyl-4-sulfonyl chloride). Isolated yield 46.6%. RXN SMILES: C(Cl)(=O)C([Cl:4])=O.[O:7]1[C:11]2[CH:12]=[CH:13][CH:14]=[CH:15][C:10]=2[CH:9]=[C:8]1[C:16]([NH:18][C:19]1[CH:24]=[CH:23][C:22]([C:25]2[CH:30]=[CH:29][C:28]([S:31]([OH:34])(=O)=[O:32])=[CH:27][CH:26]=2)=[CH:21][CH:20]=1)=[O:17]>CN(C=O)C>[O:7]1[C:11]2[CH:12]=[CH:13][CH:14]=[CH:15][C:10]=2[CH:9]=[C:8]1[C:16]([NH:18][C:19]1[CH:24]=[CH:23][C:22]([C:25]2[CH:30]=[CH:29][C:28]([S:31]([Cl:4])(=[O:34])=[O:32])=[CH:27][CH:26]=2)=[CH:21][CH:20]=1)=[O:17]. Procedure details: To 75 ml of DMF cooled to −20° C., oxalyl chloride (6.7 ml, 76 mmol) was carefully added dropwise. A white suspension was formed and the fumes generated were removed by blowing N2 through the flask. A solution of 4′-[(benzofuran-2-carbonyl)-amino]-biphenyl-4-sulfonic acid (15 g, 38 mmol) in 100 ml DMF was added slowly and the temperature was maintained <0° C. After the addition was complete, the reaction mixture was warmed to room temperature and was stirred at room temperature for 3 h. The reac... The product is polyurethane, C1(=CC=CC=C1)NC(=O)OCC (phenylurethane). RXN SMILES: O=C=[N:3][CH:4]1[CH2:13][C:12](C)(C)[CH2:11][C:6](C)(CN=C=O)[CH2:5]1.C1(O)C=CC=CC=1.N1C=CN=C1.CCO[CH2:32][CH2:33][O:34][C:35](C)=[O:36].C(N(CCO)CCO)CCC.C(C1OC1)Cl.C(OS(OCC)(=O)=O)C>C(O)C>[C:4]1([NH:3][C:35]([O:34][CH2:33][CH3:32])=[O:36])[CH:13]=[CH:12][CH:11]=[CH:6][CH:5]=1. The reactants are C(Cl)C1CO1 (epichlorohydrin), C(C)OS(=O)(=O)OCC (diethylsulphate), N1C=NC=C1 (imidazole), O=C=NC1CC(CN=C=O)(CC(C1)(C)C)C (isophorone diisocyanate), C1(=CC=CC=C1)O (phenol), CCOCCOC(=O)C (ethylglycol acetate), C(CCC)N(CCO)CCO (butyldiethanolamine). Procedure details: 1.0 mol of isophorone diisocyanate is dissolved in 2.2 mol of phenol at 95°-100° C. after the addition of 0.5 imidazole. The mixture is kept as a liquid by the addition of 200 ml of ethylglycol acetate. 0.9 mol of butyldiethanolamine are added after a reaction time of four hours and the mixture is then distilled at a reaction temperature of 120° C. to remove everything which distils off at a vacuum of 5 torr. The residue is then dissolved in 200 ml of ethylglycol acetate and 400 ml of ethanol an... The solvent is C(C)O (ethanol). The reactants are CC(C)(C)n1nc(CCC=O)cc1-c1cccs1, CCN(C(C)C)C(C)C, Clc1ccc(N2CCNCC2)cc1. RXN SMILES: [C:1]([CH3:2])([CH3:3])([CH3:4])[n:5]1[n:6][c:7]([CH2:15][CH2:16][CH:17]=[O:18])[cH:8][c:9]1-[c:10]1[s:11][cH:12][cH:13][cH:14]1.[CH:32]([N:33]([CH2:34][CH3:35])[CH:36]([CH3:37])[CH3:38])([CH3:39])[CH3:40].[Cl:19][c:20]1[cH:21][cH:22][c:23]([N:26]2[CH2:27][CH2:28][NH:29][CH2:30][CH2:31]2)[cH:24][cH:25]1>>[C:1]([CH3:2])([CH3:3])([CH3:4])[n:5]1[n:6][c:7]([CH2:15][CH2:16][CH2:17][N:29]2[CH2:28][CH2:27][N:26]([c:23]3[cH:22][cH:21][c:20]([Cl:19])[cH:25][cH:24]3)[CH2:31][CH2:30]2)[cH:8][c:9]1-[c:10]1[s:11][cH:12][cH:13][cH:14]1. Product: CC(C)(C)n1nc(CCCN2CCN(c3ccc(Cl)cc3)CC2)cc1-c1cccs1. Reactants: COC1=C(C=CC(=C1)Cl)[N+](=O)[O-] (5-chloro-2-nitrophenyl methyl ether), ice water, [H-].[Na+] (NaH), C(C(=O)OCC)C(=O)OCC (CH2(COOEt)2), ice water, Cl (HCl). The solvent is CN(C)C=O (DMF). Run at time 1.5 hour. Product: COC=1C=C(C=CC1[N+](=O)[O-])C(C(=O)OCC)C(=O)OCC (diethyl (3-methoxy-4-nitrophenyl)propanedioate). As a reaction SMILES: [CH3:1][O:2][C:3]1[CH:8]=[C:7](Cl)[CH:6]=[CH:5][C:4]=1[N+:10]([O-:12])=[O:11].[H-].[Na+].[CH2:15]([C:21]([O:23][CH2:24][CH3:25])=[O:22])[C:16]([O:18][CH2:19][CH3:20])=[O:17].Cl>CN(C=O)C>[CH3:1][O:2][C:3]1[CH:8]=[C:7]([CH:15]([C:16]([O:18][CH2:19][CH3:20])=[O:17])[C:21]([O:23][CH2:24][CH3:25])=[O:22])[CH:6]=[CH:5][C:4]=1[N+:10]([O-:12])=[O:11] |f:1.2|. Reported procedure: A solution of 5-chloro-2-nitrophenyl methyl ether (5 g, 26.596 mmol) in dry DMF (150 mL) was cooled to 0° C. by ice water and NaH (3.51 g, 87.750 mmol, 60% purity) was added portionwise, and then the reaction was warmed to ambient temperature and stirred for 1.5 hours. The reaction was cooled to 0° C. and CH2(COOEt)2 (14.04 g, 87.768 mmol) was added. The result mixture was warmed to ambient temperature and heated to 80° C. for 13 hours. The reaction was cooled to ambient temperature and poured i... Starting materials: C(C)(C)(C)C1=C(C=C(C=C1)C)O (2-t-butyl-5-methylphenol), ClCC=O (chloroacetoaldehyde), C=1(C(=CC=CC1C)C)O (2,6-xylenol), C=1(C(=CC=CC1C)C)O (26XY). The product is C1(=CC=CC=C1)O.C1(=CC=CC=C1)O.C1(=CC=CC=C1)C=CC1=CC=CC=C1 (stilbene bisphenol), crystal. Yield: 705.6%. Reaction SMILES: [C:1]1([OH:9])[C:2](C)=[CH:3][CH:4]=[CH:5][C:6]=1[CH3:7].[C:10]([C:14]1[CH:19]=[CH:18][C:17](C)=[CH:16][C:15]=1[OH:21])(C)(C)C.ClCC=O>>[C:1]1([OH:9])[CH:2]=[CH:3][CH:4]=[CH:5][CH:6]=1.[C:15]1([OH:21])[CH:16]=[CH:17][CH:18]=[CH:19][CH:14]=1.[C:14]1([CH:10]=[CH:7][C:6]2[CH:1]=[CH:2][CH:3]=[CH:4][CH:5]=2)[CH:19]=[CH:18][CH:17]=[CH:16][CH:15]=1 |f:3.4.5|. Procedure: An amount of 195.5 g (0.16 mol) 2,6-xylenol (hereinafter referred to "26XY"), 65.7 g (0.4 mol) of 2-t-butyl-5-methylphenol and 174.4 g (1.0 mol) of an aqueous 45% chloroacetoaldehyde solution were charged in a flask and stilbene bisphenol (yellow crystal 208 g) was obtained according to the method described in R. H. Siebe, Liebigs, Ann. Chem., 730, 31 (1969).